This data is from the Open Reaction Database (ORD), a public repository of structured organic reaction records. The task is: describe an organic reaction: reactants, conditions, products, and yield Reactants: C(=S)=S (CS2), NC=1C=C(OCCN2CCC(CC2)CC2=CC=C(C=C2)Cl)C=CC1N (1-[2-(3,4-diaminophenoxy)ethyl]-4-(4-chlorobenzyl)piperidine), [OH-].[K+] (KOH). Run in CCO (EtOH), O (water). The product is ClC1=CC=C(CC2CCN(CC2)CCOC2=CC=3C(=NC(N3)=S)C=C2)C=C1 (4-(4-Chlorobenzyl)-1-(2-(2-thioxobenzimidazol-5-oxy)ethyl)piperidine). The yield is 87.2%. RXN SMILES: [NH2:1][C:2]1[CH:3]=[C:4]([CH:22]=[CH:23][C:24]=1[NH2:25])[O:5][CH2:6][CH2:7][N:8]1[CH2:13][CH2:12][CH:11]([CH2:14][C:15]2[CH:20]=[CH:19][C:18]([Cl:21])=[CH:17][CH:16]=2)[CH2:10][CH2:9]1.[OH-].[K+].[C:28](=S)=[S:29]>CCO.O>[Cl:21][C:18]1[CH:17]=[CH:16][C:15]([CH2:14][CH:11]2[CH2:12][CH2:13][N:8]([CH2:7][CH2:6][O:5][C:4]3[CH:22]=[CH:23][C:24]4=[N:25][C:28](=[S:29])[N:1]=[C:2]4[CH:3]=3)[CH2:9][CH2:10]2)=[CH:20][CH:19]=1 |f:1.2|. Procedure details: From a mixture of 1-[2-(3,4-diaminophenoxy)ethyl]-4-(4-chlorobenzyl)piperidine (1.30 g, 3.67 mmol), KOH (240 mg, 4.28 mmol) and CS2 (250 μL, 4.16 mmol) in EtOH (5 mL) and water (0.8 mL) was obtained 1.28 g (88%) of the title compound as a foam solid. 1H NMR (CDCl3): 1.38-1.68 (m, 5H), 2.09-2.17 (m, 2H), 2.481 (d, 2H, J=6.5), 2.851 (t, 2H, J=4.5), 3.18-3.21 (m, 2H), 4.142 (t, 2H, J=4.5), 6.561 (bs, 1H), 6.596 (d, 1H, J=8.5), 6.936 (d, 1H, J=8.5), 7.036 (d, 2H, J=8), 7.029 (d, 2H, J=8). 1H NMR (DM...